describe an organic reaction: reactants, conditions, products, and yield From a dataset of the Open Reaction Database (ORD), a public repository of structured organic reaction records. Reactants: [Li]CCCC, COC[PH3+], CC(C)(C)[O-], [Cl-], N#Cc1ccc(C2CCC(=O)CC2)cc1F, [K+], O=C1CCCCC1. The product is N#Cc1ccc(C2CCC(C=O)CC2)cc1F. RXN SMILES: [CH2:22]([Li:23])[CH2:24][CH2:25][CH3:26].[CH3:18][O:19][CH2:20][PH3+:21].[CH3:27][C:28]([CH3:29])([O-:30])[CH3:31].[Cl-:17].[F:1][c:2]1[cH:3][c:4]([CH:10]2[CH2:11][CH2:12][C:13](=[O:16])[CH2:14][CH2:15]2)[cH:5][cH:6][c:7]1[C:8]#[N:9].[K+:32].[O:33]=[C:34]1[CH2:35][CH2:36][CH2:37][CH2:38][CH2:39]1>>[F:1][c:2]1[cH:3][c:4]([CH:10]2[CH2:11][CH2:12][CH:13]([CH:18]=[O:19])[CH2:14][CH2:15]2)[cH:5][cH:6][c:7]1[C:8]#[N:9]. Reactants: C(C)OC(=O)[C@H]1NC[C@@H]2CC[C@@H](C[C@@H]2C1)CN1C=NC(=C1)C(=O)OCC ([3S,4aR,6S,8aR]-Ethyl-6-((4-ethoxycarbonyl-1H-imidazol-1-yl)methyl)-1,2,3,4,4a,5,6,7,8,8a-decahydroisoquinoline-3-carboxylate), Cl (HCl). Run in C(C)(=O)OCC (ethyl acetate), C(C)OCC (diethyl ether). Yields the product Cl.Cl.C(C)OC(=O)[C@H]1NC[C@@H]2CC[C@@H](C[C@@H]2C1)CN1C=NC(=C1)C(=O)OCC ([3S,4aR,6S,8aR]-ethyl-6-((4-ethoxycarbonyl-1H-imidazol-1-yl)methyl)-1,2,3,4,4a,5,6,7,8,8a-decahydroisoquinoline-3-carboxylate dihydrochloride). As a reaction SMILES: [CH2:1]([O:3][C:4]([C@@H:6]1[CH2:15][C@@H:14]2[C@@H:9]([CH2:10][CH2:11][C@H:12]([CH2:16][N:17]3[CH:21]=[C:20]([C:22]([O:24][CH2:25][CH3:26])=[O:23])[N:19]=[CH:18]3)[CH2:13]2)[CH2:8][NH:7]1)=[O:5])[CH3:2].[ClH:27]>C(OCC)(=O)C.C(OCC)C>[ClH:27].[ClH:27].[CH2:1]([O:3][C:4]([C@@H:6]1[CH2:15][C@@H:14]2[C@@H:9]([CH2:10][CH2:11][C@H:12]([CH2:16][N:17]3[CH:21]=[C:20]([C:22]([O:24][CH2:25][CH3:26])=[O:23])[N:19]=[CH:18]3)[CH2:13]2)[CH2:8][NH:7]1)=[O:5])[CH3:2] |f:4.5.6|. Reported procedure: [3S,4aR,6S,8aR]-Ethyl-6-((4-ethoxycarbonyl-1H-imidazol-1-yl)methyl)-1,2,3,4,4a,5,6,7,8,8a-decahydroisoquinoline-3-carboxylate was dissolved in ethyl acetate and excess 1M HCl in diethyl ether was added. The resulting white precipitate was filtered and vacuum dried at 50° C. for 18 hr to give 0.62 g of [3S,4aR,6S,8aR]-ethyl-6-((4-ethoxycarbonyl-1H-imidazol-1-yl)methyl)-1,2,3,4,4a,5,6,7,8,8a-decahydroisoquinoline-3-carboxylate dihydrochloride: MS m/z: 364 (m++1); Analysis calculated for C19H29N3O4... Starting materials: Cl (hydrochloric acid), C1(=CC=CC=C1)C(N1CCN(CC1)C=1N=CC2=C(N1)N(C(C2)=O)C)C2=CC=CC=C2 (2-(4-diphenylmethylpiperazino)-5,6-dihydro-7-methyl-6-oxo(7H)pyrrolo[2,3-d]pyrimidine). Run in C(C)O.C(Cl)Cl (ethanol methylene chloride). Conditions: time 1 hour. Yields the product Cl.C1(=CC=CC=C1)C(N1CCN(CC1)C=1N=CC2=C(N1)N(C(C2)=O)C)C2=CC=CC=C2 (2-(4-Diphenylmethylpiperazino)-5,6-Dihydro-7-Methyl-6-Oxo(7H)Pyrrolo[2,3-d]Pyrimidine Hydrochloride). Yield: 90.0%. As a reaction SMILES: [ClH:1].[C:2]1([CH:8]([C:26]2[CH:31]=[CH:30][CH:29]=[CH:28][CH:27]=2)[N:9]2[CH2:14][CH2:13][N:12]([C:15]3[N:16]=[CH:17][C:18]4[CH2:23][C:22](=[O:24])[N:21]([CH3:25])[C:19]=4[N:20]=3)[CH2:11][CH2:10]2)[CH:7]=[CH:6][CH:5]=[CH:4][CH:3]=1>C(O)C.C(Cl)Cl>[ClH:1].[C:26]1([CH:8]([C:2]2[CH:7]=[CH:6][CH:5]=[CH:4][CH:3]=2)[N:9]2[CH2:10][CH2:11][N:12]([C:15]3[N:16]=[CH:17][C:18]4[CH2:23][C:22](=[O:24])[N:21]([CH3:25])[C:19]=4[N:20]=3)[CH2:13][CH2:14]2)[CH:27]=[CH:28][CH:29]=[CH:30][CH:31]=1 |f:2.3,4.5|. Procedure: Concentrated hydrochloric acid (0.23 g; 2.2 mmoles) was added to an ethanol/methylene chloride solution of 2-(4-diphenylmethylpiperazino)-5,6-dihydro-7-methyl-6-oxo(7H)pyrrolo[2,3-d]pyrimidine, and the solution was stirred at room temperature for 1 hour. The solvent was then evaporated under reduced pressure. The residue was washed with ether to give 0.88 g (yield 90%). Conditions: time 8 hour. The reagents and catalysts are [Ni] (Ni). Product: NC[C@H]1CC[C@H](CC1)O (cis-4-aminomethyl-cyclohexanol). Starting materials: solution, N (NH3), O[C@H]1CC[C@H](CC1)C#N (cis-4-hydroxy-cyclohexanecarbonitrile). Reported procedure: To a 2 N solution of NH3 in MeOH (40 mL) in a high pressure autoclave was added cis-4-hydroxy-cyclohexanecarbonitrile (6.6 g, 52.7 mmol) and Raney Ni (1.0 g, 17 mmol, 0.3 equiv.) The mixture was placed under 45 psi H2 and shaken overnight. The pressure was released and the reaction filtered through a pad of Celite. The filter pad was washed with EtOAc and the mixture was concentrated under reduced pressure to provide a yellow oil as cis-4-aminomethyl-cyclohexanol (6.3 5g, 49.1 mmol, 93.2%). Reaction SMILES: N.[OH:2][C@@H:3]1[CH2:8][CH2:7][C@H:6]([C:9]#[N:10])[CH2:5][CH2:4]1>CO.[Ni]>[NH2:10][CH2:9][C@@H:6]1[CH2:7][CH2:8][C@H:3]([OH:2])[CH2:4][CH2:5]1. Solvent: CO (MeOH). Isolated yield 93.2%.